Dataset: the Open Reaction Database (ORD), a public repository of structured organic reaction records. Task: describe an organic reaction: reactants, conditions, products, and yield Starting materials: ClC=1C=C(C=CC1Cl)CC#N (3,4-dichlorophenylacetonitrile), [OH-].[Na+] (sodium hydroxide), C(C=C)Br (Allyl bromide). Reagents/catalysts: O.[Cl-].C(CCC)[N+](CCCC)(CCCC)CCCC (tetra-n-butylammonium chloride hydrate). Run in C1CCCCC1 (cyclohexane). Run at temperature 50 celsius, time 1 hour. Yields the product ClC=1C=C(C=CC1Cl)C(C#N)CC=C (2-(3,4-Dichlorophenyl)pent-4-enenitrile). Yield: 386.0%. As a reaction SMILES: [Cl:1][C:2]1[CH:3]=[C:4]([CH2:9][C:10]#[N:11])[CH:5]=[CH:6][C:7]=1[Cl:8].[OH-].[Na+].[CH2:14](Br)[CH:15]=[CH2:16]>C1CCCCC1.O.[Cl-].C([N+](CCCC)(CCCC)CCCC)CCC>[Cl:1][C:2]1[CH:3]=[C:4]([CH:9]([CH2:16][CH:15]=[CH2:14])[C:10]#[N:11])[CH:5]=[CH:6][C:7]=1[Cl:8] |f:1.2,5.6.7|. Procedure: To a stirred solution of 3,4-dichlorophenylacetonitrile (800 g, 4.3 mol) in cyclohexane (16 L) at room temperature was carefully added aqueous sodium hydroxide solution (1600 g of sodium hydroxide in 8 L of water). This addition caused an elevation of the reaction temperature to 50°. Allyl bromide (572 g, 1.1 mol. equiv.) and tetra-n-butylammonium chloride hydrate (40 g, 0.03 mol. equiv.) were then added and the reaction stirred for one hour at 50° C. The aqueous phase was removed and the organi...